This data is from the Open Reaction Database (ORD), a public repository of structured organic reaction records. The task is: describe an organic reaction: reactants, conditions, products, and yield Starting materials: [I-].C[N+]1=CC2=C(C=C1)C1=C(CC3=C2C=CC=C3)C=CC=C1 (2-methyl-9H-dibenzo[1,2;5,6]cyclohepta[ 3,4-c]pyridinium iodide), [I-].C[N+]1=CC2=C(C=C1)C1=C(CC3=C2C=CC=C3)C=CC=C1 (2-methyl-9H-dibenzo[1,2;5,6]cyclohepta[ 3,4-c]pyridinium iodide), C(O)CN (ethanolamine). The solvent is O (H2O). Run at temperature 160 celsius, time 2 hour. Product: C1=NC=CC2=C1C1=C(CC3=C2C=CC=C3)C=CC=C1 (9H-dibenzo[1,2;5,6]cyclohepta[3,4-c]pyridine). As a reaction SMILES: [I-].C[N+:3]1[CH:8]=[CH:7][C:6]2[C:9]3[CH:21]=[CH:20][CH:19]=[CH:18][C:10]=3[CH2:11][C:12]3[CH:17]=[CH:16][CH:15]=[CH:14][C:13]=3[C:5]=2[CH:4]=1.C(CN)O>O>[CH:4]1[C:5]2[C:13]3[CH:14]=[CH:15][CH:16]=[CH:17][C:12]=3[CH2:11][C:10]3[CH:18]=[CH:19][CH:20]=[CH:21][C:9]=3[C:6]=2[CH:7]=[CH:8][N:3]=1 |f:0.1|. Procedure details: A mixture of 19.9 g 2-methyl-9H-dibenzo[1,2;5,6]cyclohepta[ 3,4-c]pyridinium iodide (formula IV) and 100 ml ethanolamine is heated with stirring in an oil bath at 160° C. for 2 hours. The reaction mixture is then poured out into H2O and extracted with ether. The organic phase is extracted with dilute HCL, after which the acid aqueous layer is made alkaline and extracted with ether. The ether layer is washed with H2O until neutral, dried over Na2SO4 and evaporated to dryness. Starting materials: O=C([O-])[O-], CC(C)=O, Fc1ccc(CBr)cc1, [K+], [K+], O=C1CCC(=O)N1. The product is O=C1CCC(=O)N1Cc1ccc(F)cc1. RXN SMILES: [C:1](=[O:2])([O-:3])[O-:4].[CH3:23][C:24](=[O:25])[CH3:26].[F:14][c:15]1[cH:16][cH:17][c:18]([CH2:19][Br:20])[cH:21][cH:22]1.[K+:5].[K+:6].[O:7]=[C:8]1[CH2:9][CH2:10][C:11](=[O:12])[NH:13]1>>[O:7]=[C:8]1[CH2:9][CH2:10][C:11](=[O:12])[N:13]1[CH2:19][c:18]1[cH:17][cH:16][c:15]([F:14])[cH:22][cH:21]1. The reactants are CO, COC(=O)c1ccc2c(c1)CC(C)(C)C(c1ccc(F)c(NC(=O)c3ccc(F)cc3Cl)c1)N2, [Na+], [OH-]. Yields the product CC1(C)Cc2cc(C(=O)O)ccc2NC1c1ccc(F)c(NC(=O)c2ccc(F)cc2Cl)c1. Reaction SMILES: [CH3:37][OH:38].[Cl:1][c:2]1[c:3]([C:4](=[O:5])[NH:6][c:7]2[cH:8][c:9]([CH:14]3[NH:15][c:16]4[cH:17][cH:18][c:19]([C:26](=[O:27])[O:28][CH3:29])[cH:20][c:21]4[CH2:22][C:23]3([CH3:24])[CH3:25])[cH:10][cH:11][c:12]2[F:13])[cH:30][cH:31][c:32]([F:34])[cH:33]1.[Na+:36].[OH-:35]>>[Cl:1][c:2]1[c:3]([C:4](=[O:5])[NH:6][c:7]2[cH:8][c:9]([CH:14]3[NH:15][c:16]4[cH:17][cH:18][c:19]([C:26](=[O:27])[OH:28])[cH:20][c:21]4[CH2:22][C:23]3([CH3:24])[CH3:25])[cH:10][cH:11][c:12]2[F:13])[cH:30][cH:31][c:32]([F:34])[cH:33]1. Starting materials: N1(CCNCC1)C(=O)OC(C)(C)C (tert-butyl piperazine-1-carboxylate), C(=C)C(=O)C (methyl vinyl ketone). The solvent is C1CCOC1 (THF), C1CCOC1 (THF). Run at time 3 day. The product is O=C(CCN1CCN(CC1)C(=O)OC(C)(C)C)C (tert-butyl 4-(3-oxobutyl)piperazine-1-carboxylate). Isolated yield 87.0%. RXN SMILES: [N:1]1([C:7]([O:9][C:10]([CH3:13])([CH3:12])[CH3:11])=[O:8])[CH2:6][CH2:5][NH:4][CH2:3][CH2:2]1.[CH:14]([C:16]([CH3:18])=[O:17])=[CH2:15]>C1COCC1>[O:17]=[C:16]([CH3:18])[CH2:14][CH2:15][N:4]1[CH2:5][CH2:6][N:1]([C:7]([O:9][C:10]([CH3:13])([CH3:12])[CH3:11])=[O:8])[CH2:2][CH2:3]1. Procedure details: A solution of tert-butyl piperazine-1-carboxylate (6 g, 32.3 mmol) in THF (50 ml) was gradually added dropwise to a solution of methyl vinyl ketone (2.3 g, 32.9 mmol) in THF (25 ml) while cooling in an ice-bath, and the mixture was stirred at room temperature for 3 days. The reaction mixture was concentrated under reduced pressure, and the residue was purified by silica gel column chromatography (methylene chloride/methanol=20/1) to afford tert-butyl 4-(3-oxobutyl)piperazine-1-carboxylate (7.2 g... Reactants: CC(Br)C(=O)Nc1ccc(Br)cc1, O=C([O-])[O-], CCOC(C)=O, [K+], [K+], CN(C)C=O, CC(=O)Cc1ccc(O)cc1. The product is CC(=O)Cc1ccc(OC(C)C(=O)Nc2ccc(Br)cc2)cc1. Reaction SMILES: [Br:1][CH:2]([C:3](=[O:4])[NH:5][c:6]1[cH:7][cH:8][c:9]([Br:12])[cH:10][cH:11]1)[CH3:13].[C:25](=[O:26])([O-:27])[O-:28].[CH3:31][CH2:32][O:33][C:34](=[O:35])[CH3:36].[K+:29].[K+:30].[O:37]=[CH:38][N:39]([CH3:40])[CH3:41].[OH:14][c:15]1[cH:16][cH:17][c:18]([CH2:21][C:22](=[O:23])[CH3:24])[cH:19][cH:20]1>>[CH:2]([C:3](=[O:4])[NH:5][c:6]1[cH:7][cH:8][c:9]([Br:12])[cH:10][cH:11]1)([CH3:13])[O:14][c:15]1[cH:16][cH:17][c:18]([CH2:21][C:22](=[O:23])[CH3:24])[cH:19][cH:20]1. Reactants: BrCc1ccccc1, ClCCl, O=S(=O)(Oc1ccc2c(c1)C13CCCCC1C(C2)NCC3)C(F)(F)F. Yields the product O=S(=O)(Oc1ccc2c(c1)C13CCCCC1C(C2)N(Cc1ccccc1)CC3)C(F)(F)F. As a reaction SMILES: [Br:26][CH2:27][c:28]1[cH:29][cH:30][cH:31][cH:32][cH:33]1.[Cl:34][CH2:35][Cl:36].[F:1][C:2]([S:3](=[O:4])(=[O:5])[O:6][c:7]1[cH:8][cH:9][c:10]2[c:19]([cH:20]1)[C:18]13[CH:13]([CH:12]([CH2:11]2)[NH:23][CH2:22][CH2:21]1)[CH2:14][CH2:15][CH2:16][CH2:17]3)([F:24])[F:25]>>[F:1][C:2]([S:3](=[O:4])(=[O:5])[O:6][c:7]1[cH:8][cH:9][c:10]2[c:19]([cH:20]1)[C:18]13[CH:13]([CH:12]([CH2:11]2)[N:23]([CH2:27][c:28]2[cH:29][cH:30][cH:31][cH:32][cH:33]2)[CH2:22][CH2:21]1)[CH2:14][CH2:15][CH2:16][CH2:17]3)([F:24])[F:25].